This data is from the Open Reaction Database (ORD), a public repository of structured organic reaction records. The task is: describe an organic reaction: reactants, conditions, products, and yield Starting materials: O (water), C([O-])([O-])=O.[K+].[K+] (potassium carbonate), N1N=CC(=C1)C(=O)OCC (ethyl 1H-pyrazole-4-carboxylate), ClC(F)F (chlorodifluoromethane). The solvent is CN(C=O)C (N,N-dimethylformamide). Run at temperature 135 celsius, time 3 hour. Yields the product FC(N1N=CC(=C1)C(=O)OCC)F (ethyl 1-difluoromethyl-1H-pyrazole-4-carboxylate). Yield: 41.0%. Reaction SMILES: C(=O)([O-])[O-].[K+].[K+].[NH:7]1[CH:11]=[C:10]([C:12]([O:14][CH2:15][CH3:16])=[O:13])[CH:9]=[N:8]1.Cl[CH:18]([F:20])[F:19].O>CN(C)C=O>[F:19][CH:18]([F:20])[N:7]1[CH:11]=[C:10]([C:12]([O:14][CH2:15][CH3:16])=[O:13])[CH:9]=[N:8]1 |f:0.1.2|. Procedure details: 6.0 g (43.5 mmoles) of anhydrous potassium carbonate was added to a solution of 3.0 g (21.4 mmoles) of ethyl 1H-pyrazole-4-carboxylate dissolved in 100 ml of N,N-dimethylformamide. Thereinto was blown chlorodifluoromethane. The resulting mixture was stirred at 130 to 140° C. for 3 hours to give rise to a reaction. After confirmation of the completion of the reaction, the reaction mixture was poured into water, followed by extraction with ethyl acetate. The resulting organic layer was washed with...